Dataset: the Open Reaction Database (ORD), a public repository of structured organic reaction records. Task: describe an organic reaction: reactants, conditions, products, and yield The reactants are BrCCCC(=O)OCC (ethyl 4-bromobutyrate), CC(CC(C)(C)C)(C)N (1,1,3,3-tetramethylbutylamine), C(\C=C\C)(=O)Cl (crotonic acid chloride). Yields the product C(\C=C\C)(=O)N(CCCC(=O)O)C(CC(C)(C)C)(C)C (N-crotonoyl-4-[(1,1,3,3-tetramethylbutyl)amino]butyric acid). As a reaction SMILES: Br[CH2:2][CH2:3][CH2:4][C:5]([O:7]CC)=[O:6].[CH3:10][C:11]([NH2:18])([CH3:17])[CH2:12][C:13]([CH3:16])([CH3:15])[CH3:14].[C:19](Cl)(=[O:23])/[CH:20]=[CH:21]/[CH3:22]>>[C:19]([N:18]([C:11]([CH3:17])([CH3:10])[CH2:12][C:13]([CH3:16])([CH3:15])[CH3:14])[CH2:2][CH2:3][CH2:4][C:5]([OH:7])=[O:6])(=[O:23])/[CH:20]=[CH:21]/[CH3:22]. Procedure: Analogously to Example 1, ethyl N-crotonoyl-4-[(1,1,3,3-tetramethylbutyl)amino]butyrate is obtained as a viscous oil by reacting the reaction product of ethyl 4-bromobutyrate and 1,1,3,3-tetramethylbutylamine with crotonic acid chloride, the saponification of which yields N-crotonoyl-4-[(1,1,3,3-tetramethylbutyl)amino]butyric acid (M.P. 92° to 93°). Product: C1(=CC=CC=C1)P(OC1=CC=C(C=C1)OC1=CC=CC=C1)(OC1=CC=C(C=C1)OC1=CC=CC=C1)=S (Bis(4-phenoxyphenyl) Benzenephosphonothioate). Reaction conditions: time 64 hour. As a reaction SMILES: [O:1]([C:8]1[CH:13]=[CH:12][C:11]([OH:14])=[CH:10][CH:9]=1)[C:2]1[CH:7]=[CH:6][CH:5]=[CH:4][CH:3]=1.[C:15]1([P:21](Cl)(Cl)=[S:22])[CH:20]=[CH:19][CH:18]=[CH:17][CH:16]=1>CN(C)C1C=CN=CC=1.N1C=CC=CC=1>[C:15]1([P:21](=[S:22])([O:14][C:11]2[CH:10]=[CH:9][C:8]([O:1][C:2]3[CH:7]=[CH:6][CH:5]=[CH:4][CH:3]=3)=[CH:13][CH:12]=2)[O:14][C:11]2[CH:10]=[CH:9][C:8]([O:1][C:2]3[CH:7]=[CH:6][CH:5]=[CH:4][CH:3]=3)=[CH:13][CH:12]=2)[CH:20]=[CH:19][CH:18]=[CH:17][CH:16]=1. Procedure: An oven-dried 100 mL 3-necked flask equipped with a magnetic stirring bar, a reflux condenser carrying a CaCl2 -Drierite drying tube, and a heating mantle, was charged with 4-phenoxyphenol (8.64 g, 46.4 mmol), 4-dimethylaminopyridine (0.57 g, 4.7 mmol), and anhydrous pyridine (40 mL), and the stirred solution was treated slowly with benzenephosphonothioic dichloride (3.6 mL, 23.2 mmol) via syringe. The resulting mixture was stirred at ambient temperature for 64 hours, then was heated at reflux f... Solvent: N1=CC=CC=C1 (pyridine). Reagents/catalysts: CN(C1=CC=NC=C1)C (4-dimethylaminopyridine). Starting materials: O(C1=CC=CC=C1)C1=CC=C(C=C1)O (4-phenoxyphenol), C1(=CC=CC=C1)P(=S)(Cl)Cl (benzenephosphonothioic dichloride). The yield is 78.5%. Reactants: CCOP(=O)(COC(COCc1ccccc1)C(O[SiH](c1ccccc1)c1ccccc1)C(C)(C)C)OCC, CO, CCO, Cl, [H][H]. Product: CCOP(=O)(COC(CO)C(O[SiH](c1ccccc1)c1ccccc1)C(C)(C)C)OCC. RXN SMILES: [CH2:1]([c:2]1[cH:3][cH:4][cH:5][cH:6][cH:7]1)[O:8][CH2:9][CH:10]([O:11][CH2:12][P:13]([O:14][CH2:15][CH3:16])([O:17][CH2:18][CH3:19])=[O:20])[CH:21]([O:22][SiH:23]([c:24]1[cH:25][cH:26][cH:27][cH:28][cH:29]1)[c:30]1[cH:31][cH:32][cH:33][cH:34][cH:35]1)[C:36]([CH3:37])([CH3:38])[CH3:39].[CH3:40][OH:41].[CH3:45][CH2:46][OH:47].[ClH:42].[H:43][H:44]>>[OH:8][CH2:9][CH:10]([O:11][CH2:12][P:13]([O:14][CH2:15][CH3:16])([O:17][CH2:18][CH3:19])=[O:20])[CH:21]([O:22][SiH:23]([c:24]1[cH:25][cH:26][cH:27][cH:28][cH:29]1)[c:30]1[cH:31][cH:32][cH:33][cH:34][cH:35]1)[C:36]([CH3:37])([CH3:38])[CH3:39]. Reactants: F[B-](F)(F)F, CN(C)C=O, CCN(C(C)C)C(C)C, c1cncc(CC2CCCN2)c1, O=C(O)c1ncoc1-c1ccccc1, CN(C)C(On1nnc2ccccc21)=[N+](C)C. Product: O=C(c1ncoc1-c1ccccc1)N1CCCC1Cc1cccnc1. Reaction SMILES: [B-:27]([F:28])([F:29])([F:30])[F:31].[CH3:58][N:59]([CH3:60])[CH:61]=[O:62].[CH:49]([N:50]([CH:51]([CH3:52])[CH3:53])[CH2:54][CH3:55])([CH3:56])[CH3:57].[NH:15]1[CH:16]([CH2:20][c:21]2[cH:22][n:23][cH:24][cH:25][cH:26]2)[CH2:17][CH2:18][CH2:19]1.[c:1]1(-[c:7]2[c:8]([C:12](=[O:13])[OH:14])[n:9][cH:10][o:11]2)[cH:2][cH:3][cH:4][cH:5][cH:6]1.[n:32]1([O:33][C:34]([N:35]([CH3:36])[CH3:37])=[N+:38]([CH3:39])[CH3:40])[c:41]2[cH:42][cH:43][cH:44][cH:45][c:46]2[n:47][n:48]1>>[c:1]1(-[c:7]2[c:8]([C:12](=[O:14])[N:15]3[CH:16]([CH2:20][c:21]4[cH:22][n:23][cH:24][cH:25][cH:26]4)[CH2:17][CH2:18][CH2:19]3)[n:9][cH:10][o:11]2)[cH:2][cH:3][cH:4][cH:5][cH:6]1. Starting materials: C(=O)(C(F)(F)F)O (TFA), N1C=C(C=2C1=NC=CC2)C2CCN(CC2)C(=O)OC(C)(C)C (tert-butyl 4-(1H-pyrrolo[2,3-b]pyridin-3-yl)piperidine-1-carboxylate). Solvent: C(Cl)Cl (DCM). Conditions: time 30 minute. Yields the product N1CCC(CC1)C1=CNC2=NC=CC=C21 (3-(piperidin-4-yl)-1H-pyrrolo[2,3-b]pyridine). Isolated yield 88.8%. RXN SMILES: C(O)(C(F)(F)F)=O.[NH:8]1[C:12]2=[N:13][CH:14]=[CH:15][CH:16]=[C:11]2[C:10]([CH:17]2[CH2:22][CH2:21][N:20](C(OC(C)(C)C)=O)[CH2:19][CH2:18]2)=[CH:9]1>C(Cl)Cl>[NH:20]1[CH2:19][CH2:18][CH:17]([C:10]2[C:11]3[C:12](=[N:13][CH:14]=[CH:15][CH:16]=3)[NH:8][CH:9]=2)[CH2:22][CH2:21]1. Procedure details: TFA (5.0 mL, 3.58 mmol) was added in one portion at ambient temperature to a stirred suspension of tert-butyl 4-(1H-pyrrolo[2,3-b]pyridin-3-yl)piperidine-1-carboxylate (1.08 g, 3.58 mmol) in DCM (8 mL). The resulting solution was stirred for 30 minutes then applied to an SCX column and eluted with MeOH followed by 2M ammonia in methanol. Pure fractions were combined and concentrated by evaporation, then triturated with ether to give a solid which was collected by filtration and air-dried to give... Reactants: C1CCOC1, CN1CCN(C)C(CO)C1, [H-], O=C(Oc1ccc([N+](=O)[O-])cc1)N1CCN(c2ccc(F)cc2)CC1, [Na+]. The product is CN1CCN(C)C(COC(=O)N2CCN(c3ccc(F)cc3)CC2)C1. As a reaction SMILES: [CH2:38]1[O:39][CH2:40][CH2:41][CH2:42]1.[CH3:3][N:4]1[CH:5]([CH2:11][OH:12])[CH2:6][N:7]([CH3:10])[CH2:8][CH2:9]1.[H-:2].[N+:13]([c:14]1[cH:15][cH:16][c:17]([O:22][C:23](=[O:18])[N:25]2[CH2:26][CH2:27][N:28]([c:31]3[cH:32][cH:33][c:34]([F:37])[cH:35][cH:36]3)[CH2:29][CH2:30]2)[cH:19][cH:20]1)([O-:21])=[O:24].[Na+:1]>>[CH3:3][N:4]1[CH:5]([CH2:11][O:12][C:23](=[O:22])[N:25]2[CH2:26][CH2:27][N:28]([c:31]3[cH:32][cH:33][c:34]([F:37])[cH:35][cH:36]3)[CH2:29][CH2:30]2)[CH2:6][N:7]([CH3:10])[CH2:8][CH2:9]1. As a reaction SMILES: [CH2:1]([O:3][C@H:4]1[CH2:21][C@@:20]2([CH3:22])[C@@H:7]([CH2:8][CH2:9][C@@H:10]3[C@@H:19]2[C:18](=O)[CH2:17][C@@:15]2([CH3:16])[C@H:11]3[CH2:12][CH2:13][C:14]2=[CH2:24])[CH2:6][C@@H:5]1[OH:25])[CH3:2].Cl.[NH2:27][OH:28]>C(O)C.[OH-].[Na+]>[CH2:1]([O:3][C@H:4]1[CH2:21][C@@:20]2([CH3:22])[C@@H:7]([CH2:8][CH2:9][C@@H:10]3[C@@H:19]2[C:18](=[N:27][OH:28])[CH2:17][C@@:15]2([CH3:16])[C@H:11]3[CH2:12][CH2:13][C:14]2=[CH2:24])[CH2:6][C@@H:5]1[OH:25])[CH3:2] |f:1.2,4.5|. The solvent is C(C)O (ethanol), [OH-].[Na+] (sodium hydroxide). Yield: 76.7%. Yields the product C(C)O[C@@H]1[C@H](C[C@@H]2CC[C@H]3[C@@H]4CCC([C@@]4(C)CC([C@@H]3[C@]2(C1)C)=NO)=C)O (2β-Ethoxy-3α-hydroxy-17-methylene-5α-androstan-11-one 11-oxime). Reported procedure: A solution of 2β-ethoxy-3α-hydroxy-17-methylene-5α-androstan-11-one (1.75 g) in ethanol (50 ml) was added to a mixture of hydroxylamine hydrochloride (3.6 g) in 50% sodium hydroxide solution (14 ml) and the resulting suspension was stirred and refluxed for 35 hours. Most of the solvent was evaporated in vacuo and the residue was partitioned between ethyl acetate and water. Evaporation of the washed organic layer and crystallization of the residue from ethyl acetate afford the title compound (1.4... The reactants are C(C)O[C@@H]1[C@H](C[C@@H]2CC[C@H]3[C@@H]4CCC([C@@]4(C)CC([C@@H]3[C@]2(C1)C)=O)=C)O (2β-ethoxy-3α-hydroxy-17-methylene-5α-androstan-11-one), Cl.NO (hydroxylamine hydrochloride). The reactants are COC(=O)CCC(=CC(=O)OCC)C (ethyl 5-methoxycarbonyl-3-methyl-2-pentenoate), [H-].[H-].[H-].[H-].[Li+].[Al+3] (LiAlH4), O (water), C(O)([O-])=O.[Na+] (sodium hydrogen carbonate). Run in CCOCC (ether), CCOCC (ether). Conditions: temperature -78 celsius. Yields the product OCCCC(=CC(=O)OCC)C (ethyl 6-hydroxy-3-methyl-2-hexenoate). As a reaction SMILES: C[O:2][C:3]([CH2:5][CH2:6][C:7]([CH3:14])=[CH:8][C:9]([O:11][CH2:12][CH3:13])=[O:10])=O.[H-].[H-].[H-].[H-].[Li+].[Al+3].O.C(=O)([O-])O.[Na+]>CCOCC>[OH:2][CH2:3][CH2:5][CH2:6][C:7]([CH3:14])=[CH:8][C:9]([O:11][CH2:12][CH3:13])=[O:10] |f:1.2.3.4.5.6,8.9|. Reported procedure: Under stirring at -78° C., a solution of ethyl 5-methoxycarbonyl-3-methyl-2-pentenoate (3.0 g) in ether (30 ml) is added to a solution of LiAlH4 (1.0 g) in ether (50 ml). The mixture is further, stirred for 30 minutes, after which cold water and a saturated aqueous solution of sodium hydrogen carbonate are added followed by extraction with ethyl acetate. The extract is worked up in the conventional manner and the residue is purified by column chromatography on silica gel (100 g) with CCl4 -ethyl... Starting materials: ClC=1C=C(C=CC1Cl)C1=CC=C(C=C1)S(=O)(=O)Cl (3′,4′-dichloro[1,1′-biphenyl]-4-sulfonyl chloride), NC=1C=C(C=CC1)C1=NN=NN1 (5-(3-aminophenyl)tetrazole). Yields the product ClC=1C=C(C=CC1Cl)C1=CC=C(C=C1)S(=O)(=O)NC1=CC(=CC=C1)C1=NN=NN1 (3′,4′-Dichloro-N-[3-(1H-tetrazol-5-yl)phenyl]biphenyl-4-sulfonamide). Isolated yield 18.0%. Reaction SMILES: [Cl:1][C:2]1[CH:3]=[C:4]([C:9]2[CH:14]=[CH:13][C:12]([S:15](Cl)(=[O:17])=[O:16])=[CH:11][CH:10]=2)[CH:5]=[CH:6][C:7]=1[Cl:8].[NH2:19][C:20]1[CH:21]=[C:22]([C:26]2[NH:30][N:29]=[N:28][N:27]=2)[CH:23]=[CH:24][CH:25]=1>>[Cl:1][C:2]1[CH:3]=[C:4]([C:9]2[CH:14]=[CH:13][C:12]([S:15]([NH:19][C:20]3[CH:25]=[CH:24][CH:23]=[C:22]([C:26]4[NH:30][N:29]=[N:28][N:27]=4)[CH:21]=3)(=[O:17])=[O:16])=[CH:11][CH:10]=2)[CH:5]=[CH:6][C:7]=1[Cl:8]. Reported procedure: The product was prepared according to General Procedure 1, described in Example 1, with 3′,4′-dichloro[1,1′-biphenyl]-4-sulfonyl chloride (17.7 mg, 0.055 mmol) and 5-(3-aminophenyl)tetrazole (8.0 mg, 0.050 mmol). The title compound was obtained in 18% yield (4.1 mg). MS (ESI+) calcd mass for C19H13Cl2N5O2S 445.016701, found 445.016581.